Dataset: the Open Reaction Database (ORD), a public repository of structured organic reaction records. Task: describe an organic reaction: reactants, conditions, products, and yield The reactants are ClC1=C(C(=C2CC(CC2=C1C)(C)CC)C)C1CC=C(C(C1)=O)C(CC)=O (5-(6-chloro-2-ethyl-2,4,7-trimethylindan-5-yl)-2-propionyl-cyclohex-2-en-1-one), C(C)(=O)[O-].[Na+] (sodium acetate), Cl.O(CC)N (ethoxylamine hydrochloride). Run in C(C)O (ethanol). Reaction conditions: time 10 hour. Product: ClC1=C(C(=C2CC(CC2=C1C)(C)CC)C)C1CC(=C(C(C1)=O)C(CC)=NOCC)O (5-(6-Chloro-2-ethyl-2,4,7-trimethylindan-5-yl)-2-[1-(ethoxyimino)propyl]-3-hydroxycyclohex-2-en-1-one). The yield is 66.4%. RXN SMILES: [Cl:1][C:2]1[C:10]([CH3:11])=[C:9]2[C:5]([CH2:6][C:7]([CH2:13][CH3:14])([CH3:12])[CH2:8]2)=[C:4]([CH3:15])[C:3]=1[CH:16]1[CH2:21][C:20](=[O:22])[C:19]([C:23](=O)[CH2:24][CH3:25])=[CH:18][CH2:17]1.C([O-])(=[O:29])C.[Na+].Cl.[O:33]([NH2:36])[CH2:34][CH3:35]>C(O)C>[Cl:1][C:2]1[C:10]([CH3:11])=[C:9]2[C:5]([CH2:6][C:7]([CH2:13][CH3:14])([CH3:12])[CH2:8]2)=[C:4]([CH3:15])[C:3]=1[CH:16]1[CH2:17][C:18](=[O:29])[C:19]([C:23](=[N:36][O:33][CH2:34][CH3:35])[CH2:24][CH3:25])=[C:20]([OH:22])[CH2:21]1 |f:1.2,3.4|. Procedure details: To a solution 0.15 g of the 5-(6-chloro-2-ethyl-2,4,7-trimethylindan-5-yl)-2-propionyl-cyclohex-2-en-1-one in 10 ml of ethanol was added 0.9 g of sodium acetate (NaOAc.3H2O) and 0.64 g of ethoxylamine hydrochloride. After stirring at room temperature for 10 hours, the reaction mixture extracted with diethyl ether. The combined organic layer was dried over anhydrous magnesium sulfate, filtered and evaporated under reduced pressure. The residue was purified by silica-gel column chromatography to a... Reaction SMILES: [NH2:1][C:2]1[CH:7]=[C:6]([Cl:8])[CH:5]=[CH:4][C:3]=1[OH:9].C(=O)([O-])[O-].[K+].[K+].Cl.Cl[CH2:18][CH2:19][N:20]([CH3:22])[CH3:21]>CC(C)=O>[Cl:8][C:6]1[CH:5]=[CH:4][C:3]([O:9][CH2:18][CH2:19][N:20]([CH3:22])[CH3:21])=[C:2]([NH2:1])[CH:7]=1 |f:1.2.3,4.5|. The yield is 74.5%. The solvent is CC(=O)C (acetone). The reactants are NC1=C(C=CC(=C1)Cl)O (2-Amino-4-chloro-phenol), C([O-])([O-])=O.[K+].[K+] (potassium carbonate), Cl.ClCCN(C)C ((2-Chloro-ethyl)-dimethyl-amine hydrochloride). Procedure details: To a suspension of 2-Amino-4-chloro-phenol (1.43 g, 10 mmoles, 1 eq) and potassium carbonate (6.9 g, 50 mmoles, 5 eq) in acetone (25 ml) was added in one portion (2-Chloro-ethyl)-dimethyl-amine hydrochloride (2.16 g, 15 mmoles, 1.5 eq). The reaction mixture was refluxed under Nitrogen for 6 hours at which time the suspension was filtered and the solid washed with acetone. The combined filtrate was concentrated under vacuum and purified by flash chromatography (EtOAc/MeOH/NEt3: 87/9/3) to afford ... Yields the product ClC=1C=CC(=C(C1)N)OCCN(C)C (5-Chloro-2-(2-dimethylamino-ethoxy)-phenylamine). Reactants: O1C(OCC1)CC[C@@H]1CC[C@H](CC1)C1CCC(CC1)C(=O)N (4-[trans-4-[2-(1,3-dioxolan-2-yl)ethyl]cyclohexyl]cyclohexanecarboxamide), O (water), solid, [OH-].[K+] (potassium hydroxide), Cl (hydrochloric acid). Conditions: temperature 180 celsius. Solvent: C(CO)O (ethylene glycol). Procedure: 42 g of crude 4-[trans-4-[2-(1,3-dioxolan-2-yl)ethyl]cyclohexyl]cyclohexanecarboxamide were suspended in 500 ml of ethylene glycol while gassing with argon and then treated with 19 g of solid potassium hydroxide. The mixture was heated to 180° C. (bath temperature) for 5 hours while stirring. After cooling the reaction mixture was poured into 500 ml of water, acidified to pH about 3 with 10 percent hydrochloric acid and extracted three times with 300 ml of methylene chloride each time. The combi... RXN SMILES: [O:1]1[CH2:5][CH2:4][O:3][CH:2]1[CH2:6][CH2:7][C@H:8]1[CH2:13][CH2:12][C@H:11]([CH:14]2[CH2:19][CH2:18][CH:17]([C:20](N)=[O:21])[CH2:16][CH2:15]2)[CH2:10][CH2:9]1.[OH-:23].[K+].O.Cl>C(O)CO>[O:1]1[CH2:5][CH2:4][O:3][CH:2]1[CH2:6][CH2:7][C@H:8]1[CH2:13][CH2:12][C@H:11]([C@H:14]2[CH2:19][CH2:18][C@H:17]([C:20]([OH:21])=[O:23])[CH2:16][CH2:15]2)[CH2:10][CH2:9]1 |f:1.2|. Product: O1C(OCC1)CC[C@@H]1CC[C@H](CC1)[C@@H]1CC[C@H](CC1)C(=O)O (trans-4-[trans-4-(2-(1,3-dioxolan-2-yl)ethyl]cyclohexyl]cyclohexanecarboxylic acid). Reactants: C1(CCC1)N1C(=NC2=C1C=C(C=C2)F)[C@H](C)N ((S)-1-(1-cyclobutyl-6-fluoro-1H-benzoimidazol-2-yl)ethylamine), ClC1=C2N=CN(C2=NC=N1)C1OCCCC1 (6-chloro-9-(tetrahydropyran-2-yl)-9H-purine), CCN(C(C)C)C(C)C (DIPEA). Solvent: C(CCC)O (n-butanol). Run at temperature 100 celsius. Product: C1(CCC1)N1C(=NC2=C1C=C(C=C2)F)[C@H](C)NC2=C1N=CNC1=NC=N2 (N-[(1S)-1-(1-cyclobutyl-6-fluoro-benzimidazol-2-yl)ethyl]-9H-purin-6-amine). Yield: 36.2%. RXN SMILES: [CH:1]1([N:5]2[C:9]3[CH:10]=[C:11]([F:14])[CH:12]=[CH:13][C:8]=3[N:7]=[C:6]2[C@@H:15]([NH2:17])[CH3:16])[CH2:4][CH2:3][CH2:2]1.Cl[C:19]1[N:27]=[CH:26][N:25]=[C:24]2[C:20]=1[N:21]=[CH:22][N:23]2C1CCCCO1.CCN(C(C)C)C(C)C>C(O)CCC>[CH:1]1([N:5]2[C:9]3[CH:10]=[C:11]([F:14])[CH:12]=[CH:13][C:8]=3[N:7]=[C:6]2[C@@H:15]([NH:17][C:19]2[N:27]=[CH:26][N:25]=[C:24]3[C:20]=2[N:21]=[CH:22][NH:23]3)[CH3:16])[CH2:2][CH2:3][CH2:4]1. Reported procedure: A mixture of (S)-1-(1-cyclobutyl-6-fluoro-1H-benzoimidazol-2-yl)ethylamine (251 mg, 1.1 mmol), 6-chloro-9-(tetrahydropyran-2-yl)-9H-purine (260 mg, 1.1 mmol) and DIPEA (1.0 mL, 5.5 mmol) in n-butanol (4 mL) was heated at 100° C. for 18 h. After cooling to RT, the volatiles were removed under reduced pressure and the resulting residue was loaded onto an Isolute® SCX-2 cartridge. The cartridge was washed with MeOH followed by 2M NH3/MeOH. The basic fractions were combined, concentrated in vacuo an... Starting materials: solution, C(C(=O)Cl)(=O)Cl (oxalylchloride), N1=C(C=CC=C1C)C (2,6-lutidine), ClC=1C=C(C=CC1S(=O)(=O)C)[C@H](C(=O)NC1=NN(C=C1)CCC(=O)O)CC1CCCC1 (3-{3-[2(R)-(3-chloro-4-methanesulfonyl-phenyl)-3-cyclopentyl-propionylamino]-pyrazol-1-yl}-propionic acid), CO (methanol). The yield is 55.0%. Procedure: To a solution containing 3-{3-[2(R)-(3-chloro-4-methanesulfonyl-phenyl)-3-cyclopentyl-propionylamino]-pyrazol-1-yl}-propionic acid (prepared in example 9, 50 mg, 0.11 mmol) in methylene chloride (2 mL), was then added a 2.0 M solution of oxalylchloride in methylene chloride (59 μL, 0.12 mmol) at 0° C. and allowed to stir at 25° C. for 1 h, after which time 2,6-lutidine (17 μL, 0.14 mmol) was added to the solution at 0° C. After 1 h, methanol (20 μL, 0.49 mmol) was added and the reaction was allo... Solvent: C(Cl)Cl (methylene chloride), C(Cl)Cl (methylene chloride). Run at temperature 25 celsius, time 1 hour. RXN SMILES: [Cl:1][C:2]1[CH:3]=[C:4]([C@@H:12]([CH2:26][CH:27]2[CH2:31][CH2:30][CH2:29][CH2:28]2)[C:13]([NH:15][C:16]2[CH:20]=[CH:19][N:18]([CH2:21][CH2:22][C:23]([OH:25])=[O:24])[N:17]=2)=[O:14])[CH:5]=[CH:6][C:7]=1[S:8]([CH3:11])(=[O:10])=[O:9].[C:32](Cl)(=O)C(Cl)=O.N1C(C)=CC=CC=1C.CO>C(Cl)Cl>[CH3:32][O:24][C:23](=[O:25])[CH2:22][CH2:21][N:18]1[CH:19]=[CH:20][C:16]([NH:15][C:13](=[O:14])[CH:12]([C:4]2[CH:5]=[CH:6][C:7]([S:8]([CH3:11])(=[O:10])=[O:9])=[C:2]([Cl:1])[CH:3]=2)[CH2:26][CH:27]2[CH2:31][CH2:30][CH2:29][CH2:28]2)=[N:17]1. Product: COC(CCN1N=C(C=C1)NC(C(CC1CCCC1)C1=CC(=C(C=C1)S(=O)(=O)C)Cl)=O)=O (3-{3-[2-(3-chloro-4-methanesulfonyl-phenyl)-3-cyclopentyl-propionylamino]-pyrazol-1-yl}-propionic acid methyl ester).